Dataset: the Open Reaction Database (ORD), a public repository of structured organic reaction records. Task: describe an organic reaction: reactants, conditions, products, and yield Yields the product O=[N+]([O-])c1ccc2c(c1)C(c1ccccc1)=NCC(OP(=O)(N1CCOCC1)N1CCOCC1)=N2. RXN SMILES: [H-:1].[N+:3](=[O:4])([O-:5])[c:6]1[cH:7][cH:8][c:9]2[c:10]([cH:23]1)[C:11]([c:17]1[cH:18][cH:19][cH:20][cH:21][cH:22]1)=[N:12][CH2:13][C:14](=[O:16])[NH:15]2.[Na+:2].[O:24]1[CH2:25][CH2:26][CH2:27][CH2:28]1.[O:29]1[CH2:30][CH2:31][N:32]([P:35](=[O:36])([N:37]2[CH2:38][CH2:39][O:40][CH2:41][CH2:42]2)[Cl:43])[CH2:33][CH2:34]1.[OH2:44]>>[N+:3](=[O:4])([O-:5])[c:6]1[cH:7][cH:8][c:9]2[c:10]([cH:23]1)[C:11]([c:17]1[cH:18][cH:19][cH:20][cH:21][cH:22]1)=[N:12][CH2:13][C:14]([O:16][P:35]([N:32]1[CH2:31][CH2:30][O:29][CH2:34][CH2:33]1)(=[O:36])[N:37]1[CH2:38][CH2:39][O:40][CH2:41][CH2:42]1)=[N:15]2. The reactants are [H-], O=C1CN=C(c2ccccc2)c2cc([N+](=O)[O-])ccc2N1, [Na+], C1CCOC1, O=P(Cl)(N1CCOCC1)N1CCOCC1, O.